From a dataset of the Open Reaction Database (ORD), a public repository of structured organic reaction records. describe an organic reaction: reactants, conditions, products, and yield Product: Cl.C(C)OC1=C(N)C(=CC(=C1)OCC)OCC (2,4,6-triethoxyaniline hydrochloride). RXN SMILES: [N+:1]([C:4]1[C:9]([O:10][CH2:11][CH3:12])=[CH:8][C:7]([O:13][CH2:14][CH3:15])=[CH:6][C:5]=1[O:16][CH2:17][CH3:18])([O-])=O.[Cl-:19].[NH4+]>C(O)(C)C.[Fe]>[ClH:19].[CH2:17]([O:16][C:5]1[CH:6]=[C:7]([O:13][CH2:14][CH3:15])[CH:8]=[C:9]([O:10][CH2:11][CH3:12])[C:4]=1[NH2:1])[CH3:18] |f:1.2,5.6|. Reactants: [N+](=O)([O-])C1=C(C=C(C=C1OCC)OCC)OCC (2-Nitro-1,3,5-triethoxybenzene), [Cl-].[NH4+] (ammonium chloride). Procedure: 2-Nitro-1,3,5-triethoxybenzene (12.8 g) in isopropyl alcohol (80 ml) was reacted at 90° C. for 2 hours with an iron powder (28 g) and aqueous ammonium chloride solution (2.85 g/water 8.4 ml). This mixture was extracted with ethyl acetate and the solvent of the extract was distilled off. To the resulting solution was further added conc. hydrochloric acid (6 ml), and the mixture was washed with a small amount of aceton to obtain 2,4,6-triethoxyaniline hydrochloride (4.7 g). 2,4,6-Triethoxyaniline ... Yield: 35.8%. Run in C(C)(C)O (isopropyl alcohol). Reagents/catalysts: [Fe] (iron). Starting materials: COC1=CC2=C(C(C=3OC=4C=CC=CC4C3O2)=O)C=C1 (7-Methoxy-5,11-dioxa-benzo[b]fluoren-10-one), N1[C@@H](CCC1=O)C(=O)O.Cl (Pyr-HCl). Yields the product OC1=CC2=C(C(C=3OC=4C=CC=CC4C3O2)=O)C=C1 (7-Hydroxy-5,11-dioxa-benzo[b]fluoren-10-one). Yield: 54.8%. Reaction SMILES: C[O:2][C:3]1[CH:20]=[CH:19][C:6]2[C:7](=[O:18])[C:8]3[O:9][C:10]4[CH:11]=[CH:12][CH:13]=[CH:14][C:15]=4[C:16]=3[O:17][C:5]=2[CH:4]=1.N1C(=O)CC[C@H]1C(O)=O.Cl>>[OH:2][C:3]1[CH:20]=[CH:19][C:6]2[C:7](=[O:18])[C:8]3[O:9][C:10]4[CH:11]=[CH:12][CH:13]=[CH:14][C:15]=4[C:16]=3[O:17][C:5]=2[CH:4]=1 |f:1.2|. Reported procedure: The starting methyl ether 18 (0.55 g, 2.1 mmol) was heated at 200° C. with Pyr-HCl (5 g) for one hour. The reaction mixture was allowed to cool to rt and worked up by partitioning between 2N HCl and EtOAc/MeOH. The organic layer was washed with NaHCO3 aq and brine and dried over MgSO4. Concentration gave 24 (0.29 g) as a tan solid: MP>300° C.; 1H NMR (DMSO-d6) δ 11.2 (br s, 1H), 8.14-8.07 (m, 2H), 7.87 (d, 1H, J=8.5 Hz), 7.76-7.70 (m, 1H), 7.55-7.52 (m, 1H), 7.09 (d, 1H, J=1.9 Hz), 7.02 (dd, 1H,... The reactants are CC(C)(C)[Si](C)(C)Cl, CN(C)C=O, COc1cc(Cl)nc(CO)c1, O, c1c[nH]cn1. Product: COc1cc(Cl)nc(CO[Si](C)(C)C(C)(C)C)c1. As a reaction SMILES: [C:17]([CH3:18])([CH3:19])([CH3:20])[Si:21]([Cl:22])([CH3:23])[CH3:24].[CH3:26][N:27]([CH3:28])[CH:29]=[O:30].[Cl:1][c:2]1[cH:3][c:4]([O:10][CH3:11])[cH:5][c:6]([CH2:8][OH:9])[n:7]1.[OH2:25].[nH:12]1[cH:13][cH:14][n:15][cH:16]1>>[Cl:1][c:2]1[cH:3][c:4]([O:10][CH3:11])[cH:5][c:6]([CH2:8][O:9][Si:21]([C:17]([CH3:18])([CH3:19])[CH3:20])([CH3:23])[CH3:24])[n:7]1. Starting materials: COC(C)(C)C, CC(C)=O, CCC(CC)C(=O)OCCl, [I-], [Na+], [Na+], [Na+], O=S([O-])([O-])=S. Yields the product CCC(CC)C(=O)OCI. Reaction SMILES: [CH3:13][O:14][C:15]([CH3:16])([CH3:17])[CH3:18].[CH3:26][C:27](=[O:28])[CH3:29].[Cl:1][CH2:2][O:3][C:4]([CH:5]([CH2:6][CH3:7])[CH2:8][CH3:9])=[O:10].[I-:12].[Na+:11].[Na+:24].[Na+:25].[S:19]([O-:20])([O-:21])(=[O:22])=[S:23]>>[CH2:2]([O:3][C:4]([CH:5]([CH2:6][CH3:7])[CH2:8][CH3:9])=[O:10])[I:12]. The reactants are CC(C)(C)OC(=O)N1CCC(S)CC1, C1CCOC1, CC(C)(C)[O-], CCOCC, [K+], CS(=O)(=O)OCc1nc(-c2ccncc2)no1. The product is CC(C)(C)OC(=O)N1CCC(SCc2nc(-c3ccncc3)no2)CC1. Reaction SMILES: [C:24]([CH3:25])([CH3:26])([CH3:27])[O:28][C:29](=[O:30])[N:31]1[CH2:32][CH2:33][CH:34]([SH:37])[CH2:35][CH2:36]1.[CH2:38]1[O:39][CH2:40][CH2:41][CH2:42]1.[CH3:1][C:2]([CH3:3])([O-:4])[CH3:5].[CH3:43][CH2:44][O:45][CH2:46][CH3:47].[K+:6].[n:7]1[cH:8][cH:9][c:10](-[c:13]2[n:14][o:15][c:16]([CH2:18][O:19][S:20]([CH3:21])(=[O:22])=[O:23])[n:17]2)[cH:11][cH:12]1>>[n:7]1[cH:8][cH:9][c:10](-[c:13]2[n:14][o:15][c:16]([CH2:18][S:37][CH:34]3[CH2:33][CH2:32][N:31]([C:29]([O:28][C:24]([CH3:25])([CH3:26])[CH3:27])=[O:30])[CH2:36][CH2:35]3)[n:17]2)[cH:11][cH:12]1.